The task is: describe an organic reaction: reactants, conditions, products, and yield. This data is from the Open Reaction Database (ORD), a public repository of structured organic reaction records. Starting materials: CS(C)=O, Cc1oc(-c2ccccc2)nc1COc1ccc(Cn2cc(CCCI)c(-c3ccccc3)n2)cc1, N#C[Na], O. Yields the product Cc1oc(-c2ccccc2)nc1COc1ccc(Cn2cc(CCCC#N)c(-c3ccccc3)n2)cc1. Reaction SMILES: [CH3:40][S:41](=[O:42])[CH3:43].[I:1][CH2:2][CH2:3][CH2:4][c:5]1[c:6](-[c:31]2[cH:32][cH:33][cH:34][cH:35][cH:36]2)[n:7][n:8]([CH2:10][c:11]2[cH:12][cH:13][c:14]([O:17][CH2:18][c:19]3[n:20][c:21](-[c:25]4[cH:26][cH:27][cH:28][cH:29][cH:30]4)[o:22][c:23]3[CH3:24])[cH:15][cH:16]2)[cH:9]1.[Na:37][C:38]#[N:39].[OH2:44]>>[CH2:2]([CH2:3][CH2:4][c:5]1[c:6](-[c:31]2[cH:32][cH:33][cH:34][cH:35][cH:36]2)[n:7][n:8]([CH2:10][c:11]2[cH:12][cH:13][c:14]([O:17][CH2:18][c:19]3[n:20][c:21](-[c:25]4[cH:26][cH:27][cH:28][cH:29][cH:30]4)[o:22][c:23]3[CH3:24])[cH:15][cH:16]2)[cH:9]1)[C:38]#[N:39].